describe an organic reaction: reactants, conditions, products, and yield From a dataset of the Open Reaction Database (ORD), a public repository of structured organic reaction records. Starting materials: Cl[Sn]Cl (SnCl2), C1(=CC=CC=C1)C(=CCC)N1CCCC1 ((1-phenylbut-1-enyl)pyrrolidine), C(CCC)(=O)C1=CC=CC=C1 (butyrophenone), N1CCCC1 (pyrrolidine), CC1=NC(=C(C(=N1)Cl)[N+](=O)[O-])Cl (2-methyl-4,6-dichloro-5-nitropyrimidine), C(C)(C)N(C(C)C)CC (N,N-diisopropylethylamine), N1CCCCC1 (piperidine), Cl[Sn]Cl (SnCl2). Reagents/catalysts: Cl[Ti](Cl)(Cl)Cl (TiCl4). Solvent: CN(C)C=O (DMF), CCN(CC)CC (NEt3). Conditions: temperature 140 celsius, time 16 hour. The product is C(C)C=1C=NC=2C1NC(=NC2)C2CC(NC(C2)C2=CC=CC=C2)C (7-ethyl-2-methyl-6-phenyl-4-piperidylpyrrolo[3,2-d]pyrimidine). The yield is 16.0%. Reaction SMILES: [C:1]1([C:7]([N:11]2[CH2:15][CH2:14]CC2)=[CH:8]CC)[CH:6]=[CH:5][CH:4]=[CH:3][CH:2]=1.[C:16]([C:21]1C=CC=CC=1)(=O)[CH2:17][CH2:18]C.N1CCC[CH2:28]1.[CH3:32][C:33]1[N:38]=[C:37](Cl)[C:36]([N+:40]([O-])=O)=[C:35](Cl)[N:34]=1.C(N(CC)C(C)C)(C)C.N1CCCCC1.Cl[Sn]Cl>CN(C=O)C.Cl[Ti](Cl)(Cl)Cl.CCN(CC)CC>[CH2:17]([C:16]1[CH:21]=[N:40][C:36]2[C:35]=1[NH:34][C:33]([CH:32]1[CH2:8][CH:7]([C:1]3[CH:2]=[CH:3][CH:4]=[CH:5][CH:6]=3)[NH:11][CH:15]([CH3:14])[CH2:28]1)=[N:38][CH:37]=2)[CH3:18]. Reported procedure: Using the method described in Example 30 by employing (1-phenylbut-1-enyl)pyrrolidine (freshly prepared before use from butyrophenone (Aldrich Chemical Company), pyrrolidine and TiCl4 (1.63 g, 8.11 mmol), 2-methyl-4,6-dichloro-5-nitropyrimidine (Example 76(b)) (1.60 g, 8.11 mmol), N,N-diisopropylethylamine (1.4 mL, 8.11 mmol), piperidine (1.3 mL, 13.0 mmol), NEt3 (1.3 mL) and SnCl2 (24 mL of a 2 M soln in DMF). In this example the SnCl2 solution was added to the reaction mixture at 140° C. The m... The reactants are NCCCO (3-amino-1-propanol), COCCOC (1,2-dimethoxyethane), OC(C(=O)C1=CC=C(C=C1)OCCOCC1OC1)(C)C (2-Hydroxy-2-methyl-1-[4-(2-oxiranylmethoxyethoxy)phenyl]propan-1-one), COCCOC (1,2-dimethoxyethane), title compounds. Solvent: CC(C)O (2-propanol). Product: OC(C(=O)C1=CC=C(C=C1)OCCOCC(CN(CCCO)CC(COCCOC1=CC=C(C=C1)C(C(C)(C)O)=O)O)O)(C)C (2-Hydroxy-1-[4-(2-{2-hydroxy-3-[(2-hydroxy-3-{2-[4-(2-hydroxy-2-methylpropionyl)-phenoxy]ethoxy}propyl)-(3-hydroxypropyl)amino]-propoxy}ethoxy)phenyl]-2-methylpropan-1-one). Reaction SMILES: [NH2:1][CH2:2][CH2:3][CH2:4][OH:5].[OH:6][C:7]([CH3:25])([CH3:24])[C:8]([C:10]1[CH:15]=[CH:14][C:13]([O:16][CH2:17][CH2:18][O:19][CH2:20][CH:21]2[CH2:23][O:22]2)=[CH:12][CH:11]=1)=[O:9].[CH3:26][O:27][CH2:28][CH2:29][O:30][CH3:31]>CC(O)C>[OH:6][C:7]([CH3:25])([CH3:24])[C:8]([C:10]1[CH:15]=[CH:14][C:13]([O:16][CH2:17][CH2:18][O:19][CH2:20][CH:21]([OH:22])[CH2:23][N:1]([CH2:18][CH:17]([OH:16])[CH2:26][O:27][CH2:28][CH2:29][O:30][C:31]2[CH:12]=[CH:11][C:10]([C:8](=[O:9])[C:7]([OH:6])([CH3:24])[CH3:25])=[CH:15][CH:14]=2)[CH2:2][CH2:3][CH2:4][OH:5])=[CH:12][CH:11]=1)=[O:9]. Reported procedure: To a mixture of 2.22 g (29.6 mmol) of 3-amino-1-propanol in 20 ml of 1,2-dimethoxyethane and 40 ml of 2-propanol is added a solution of 11.57 g (41.3 mmol) of the compound of Example 1A in 20 ml of 1,2-dimethoxyethane. The mixture is heated at reflux overnight. Solvent is evaporated to afford a mixture of the title compounds. Starting materials: CN1CCNCC1, CC(C)n1c(Cl)nc2cc(Cl)ccc21, Cl. The product is CC(C)n1c(N2CCN(C)CC2)nc2cc(Cl)ccc21. As a reaction SMILES: [CH3:15][N:16]1[CH2:17][CH2:18][NH:19][CH2:20][CH2:21]1.[Cl:1][c:2]1[n:3][c:4]2[c:5]([n:6]1[CH:7]([CH3:8])[CH3:9])[cH:10][cH:11][c:12]([Cl:14])[cH:13]2.[ClH:22]>>[c:2]1([N:19]2[CH2:18][CH2:17][N:16]([CH3:15])[CH2:21][CH2:20]2)[n:3][c:4]2[c:5]([n:6]1[CH:7]([CH3:8])[CH3:9])[cH:10][cH:11][c:12]([Cl:14])[cH:13]2. Starting materials: Fc1cccc(F)c1-c1nc2c(Br)n[nH]c2c2ccccc12, C[Si](C)(C)CCOCCl, CCN(C(C)C)C(C)C, CN(C)C=O. Product: C[Si](C)(C)CCOCn1nc(Br)c2nc(-c3c(F)cccc3F)c3ccccc3c21. As a reaction SMILES: [Br:1][c:2]1[n:3][nH:4][c:5]2[c:6]1[n:7][c:8](-[c:15]1[c:16]([F:22])[cH:17][cH:18][cH:19][c:20]1[F:21])[c:9]1[cH:10][cH:11][cH:12][cH:13][c:14]21.[CH3:23][Si:24]([CH2:25][CH2:26][O:27][CH2:28][Cl:29])([CH3:30])[CH3:31].[CH:37]([N:38]([CH2:39][CH3:40])[CH:41]([CH3:42])[CH3:43])([CH3:44])[CH3:45].[O:32]=[CH:33][N:34]([CH3:35])[CH3:36]>>[Br:1][c:2]1[n:3][n:4]([CH2:28][O:27][CH2:26][CH2:25][Si:24]([CH3:23])([CH3:30])[CH3:31])[c:5]2[c:6]1[n:7][c:8](-[c:15]1[c:16]([F:22])[cH:17][cH:18][cH:19][c:20]1[F:21])[c:9]1[cH:10][cH:11][cH:12][cH:13][c:14]21. The reactants are FC(C=1C=C(COCC2(OCC3=CC=CC=C23)CCN)C=C(C1)C(F)(F)F)(F)F (2-(1-((3,5-bis(trifluoromethyl)benzyloxy)methyl)-1,3-dihydroisobenzofuran-1-yl)ethanamine), C=O (formalin), C(#N)[BH3-].[Na+] (sodium cyanoborohydride). The solvent is C(C)#N (acetonitrile). Conditions: time 1 hour. Product: FC(C=1C=C(COCC2(OCC3=CC=CC=C23)CCN(C)C)C=C(C1)C(F)(F)F)(F)F (2-(1-((3,5-Bis(trifluoromethyl)benzyloxy)methyl)-1,3-dihydroisobenzofuran-1-yl)-N,N-dimethylethanamine). RXN SMILES: [F:1][C:2]([F:29])([F:28])[C:3]1[CH:4]=[C:5]([CH:21]=[C:22]([C:24]([F:27])([F:26])[F:25])[CH:23]=1)[CH2:6][O:7][CH2:8][C:9]1([CH2:18][CH2:19]N)[C:17]2[C:12](=[CH:13][CH:14]=[CH:15][CH:16]=2)[CH2:11][O:10]1.[CH2:30]=O.[C:32]([BH3-])#[N:33].[Na+]>C(#N)C>[F:1][C:2]([F:29])([F:28])[C:3]1[CH:4]=[C:5]([CH:21]=[C:22]([C:24]([F:27])([F:26])[F:25])[CH:23]=1)[CH2:6][O:7][CH2:8][C:9]1([CH2:18][CH2:19][N:33]([CH3:32])[CH3:30])[C:17]2[C:12](=[CH:13][CH:14]=[CH:15][CH:16]=2)[CH2:11][O:10]1 |f:2.3|. Procedure details: To a solution of 2-(1-((3,5-bis(trifluoromethyl)benzyloxy)methyl)-1,3-dihydroisobenzofuran-1-yl)ethanamine (40 mg, 95.4 μmol) in acetonitrile (2 mL) at 0° C. was added formalin (0.250 mL) and then sodium cyanoborohydride (30 mg, 0.48 mmol). The ice bath was removed and stirring continued for 1 h, occasionally treating with a drop of acetic acid to keep the pH slightly less than 7. The reaction was concentrated, diluted with ether, washed with 1 M sodium hydroxide, then brine, dried over sodium s... Starting materials: O=[N+]([O-])c1cc2c(cc1Br)-c1cc(Br)c([N+](=O)[O-])cc1S2=O, O=[N+]([O-])c1cc2c(cc1Br)-c1cc(Br)ccc1S2=O, ClC(Cl)(Cl)Cl, CC#N, [O-][I+3]([O-])([O-])[O-], [Na+], C1CCOC1, C1COCCO1, O, Cl[Ru](Cl)Cl. The product is O=[N+]([O-])c1cc2c(cc1Br)-c1cc(Br)c([N+](=O)[O-])cc1S2(=O)=O. As a reaction SMILES: [Br:1][c:2]1[cH:3][c:4]2[c:5]([cH:18][c:19]1[N+:20](=[O:21])[O-:22])[S:6](=[O:17])[c:7]1[c:8]-2[cH:9][c:10]([Br:16])[c:11]([N+:13](=[O:14])[O-:15])[cH:12]1.[Br:23][c:24]1[c:25]([N+:26]([O-:27])=[O:28])[cH:29][c:30]2[c:40]([cH:41]1)-[c:39]1[c:32]([cH:33][cH:34][c:35]([Br:37])[cH:38]1)[S:31]2=[O:36].[C:67]([Cl:68])([Cl:69])([Cl:70])[Cl:71].[CH3:58][C:59]#[N:60].[I+3:42]([O-:43])([O-:44])([O-:45])[O-:46].[Na+:47].[O:53]1[CH2:54][CH2:55][CH2:56][CH2:57]1.[O:61]1[CH2:62][CH2:63][O:64][CH2:65][CH2:66]1.[OH2:52].[Ru:48]([Cl:49])([Cl:50])[Cl:51]>>[Br:1][c:2]1[cH:3][c:4]2[c:5]([cH:18][c:19]1[N+:20](=[O:21])[O-:22])[S:6](=[O:17])(=[O:36])[c:7]1[c:8]-2[cH:9][c:10]([Br:16])[c:11]([N+:13](=[O:14])[O-:15])[cH:12]1. Starting materials: C(C)(=O)C=1C=C2COC3(C2=CC1)CN(C3)C(=O)OC(C)(C)C (tert-butyl 5′-acetyl-3′H-spiro[azetidine-3,1′-isobenzofuran]-1-carboxylate), ClC=1C=C(C=C(C1)Cl)C(C(F)(F)F)=O (1-(3,5-dichloro-phenyl)-2,2,2-trifluoro-ethanone), C(=O)([O-])[O-].[Cs+].[Cs+] (Cs2CO3). Solvent: two, C1(=CC=CC=C1)C (toluene), FC(C1=CC=CC=C1)(F)F (trifluorotoluene). Reaction conditions: temperature 110 celsius, time 16 hour. The product is ClC=1C=C(C=C(C1)Cl)C(=CC(=O)C=1C=C2COC3(C2=CC1)CN(C3)C(=O)OC(C)(C)C)C(F)(F)F (tert-butyl 5′-(3-(3,5-dichlorophenyl)-4,4,4-trifluorobut-2-enoyl)-3′H-spiro[azetidine-3,1′-isobenzofuran]-1-carboxylate). Isolated yield 44.0%. As a reaction SMILES: [C:1]([C:4]1[CH:5]=[C:6]2[C:10](=[CH:11][CH:12]=1)[C:9]1([CH2:15][N:14]([C:16]([O:18][C:19]([CH3:22])([CH3:21])[CH3:20])=[O:17])[CH2:13]1)[O:8][CH2:7]2)(=[O:3])[CH3:2].[Cl:23][C:24]1[CH:25]=[C:26]([C:31](=O)[C:32]([F:35])([F:34])[F:33])[CH:27]=[C:28]([Cl:30])[CH:29]=1.C([O-])([O-])=O.[Cs+].[Cs+]>C1(C)C=CC=CC=1.FC(F)(F)C1C=CC=CC=1>[Cl:23][C:24]1[CH:25]=[C:26]([C:31]([C:32]([F:35])([F:33])[F:34])=[CH:2][C:1]([C:4]2[CH:5]=[C:6]3[C:10](=[CH:11][CH:12]=2)[C:9]2([CH2:13][N:14]([C:16]([O:18][C:19]([CH3:22])([CH3:21])[CH3:20])=[O:17])[CH2:15]2)[O:8][CH2:7]3)=[O:3])[CH:27]=[C:28]([Cl:30])[CH:29]=1 |f:2.3.4|. Reported procedure: In 100 mL two neck RBF equipped with dean-stark apparatus, the stirred solution of tert-butyl 5′-acetyl-3′H-spiro[azetidine-3,1′-isobenzofuran]-1-carboxylate (Preparation 1, 6.65 g, 21.95 mmol) in toluene (20 mL) and trifluorotoluene (20 mL) was added 1-(3,5-dichloro-phenyl)-2,2,2-trifluoro-ethanone (6.133 g, 25.24 mmol) and Cs2CO3 (0.71 g, 2.20 mmol) at room temperature. Resulting reaction mixture was stirred at 110° C. for 16 hours. After complete consumption of starting material, the reaction... Starting materials: O (water), CC=1N=C(SC1)N (4-methylthiazol-2-amine), ClC1=NC=CC(=C1)OC1CCCCC1 (2-chloro-4-(cyclohexyloxy)pyridine), P(=O)([O-])([O-])[O-].[K+].[K+].[K+] (potassium phosphate). The reagents and catalysts are CC1(C2=CC=CC(=C2OC=2C(=CC=CC12)P(C1=CC=CC=C1)C1=CC=CC=C1)P(C1=CC=CC=C1)C1=CC=CC=C1)C (9,9-dimethyl-4,5-bis(diphenylphosphino)xanthene), C=1C=CC(=CC1)/C=C/C(=O)/C=C/C2=CC=CC=C2.C=1C=CC(=CC1)/C=C/C(=O)/C=C/C2=CC=CC=C2.C=1C=CC(=CC1)/C=C/C(=O)/C=C/C2=CC=CC=C2.[Pd].[Pd] (tris(dibenzylideneacetone)dipalladium). Run in C1(=CC=CC=C1)C (toluene). Yields the product C1(CCCCC1)OC1=CC(=NC=C1)NC=1SC=C(N1)C (N-(4-(cyclohexyloxy)pyridin-2-yl)-4-methylthiazol-2-amine). The yield is 31.3%. RXN SMILES: [CH3:1][C:2]1[N:3]=[C:4]([NH2:7])[S:5][CH:6]=1.Cl[C:9]1[CH:14]=[C:13]([O:15][CH:16]2[CH2:21][CH2:20][CH2:19][CH2:18][CH2:17]2)[CH:12]=[CH:11][N:10]=1.P([O-])([O-])([O-])=O.[K+].[K+].[K+].O>C1(C)C=CC=CC=1.C1C=CC(/C=C/C(/C=C/C2C=CC=CC=2)=O)=CC=1.C1C=CC(/C=C/C(/C=C/C2C=CC=CC=2)=O)=CC=1.C1C=CC(/C=C/C(/C=C/C2C=CC=CC=2)=O)=CC=1.[Pd].[Pd].CC1(C)C2C=CC=C(P(C3C=CC=CC=3)C3C=CC=CC=3)C=2OC2C1=CC=CC=2P(C1C=CC=CC=1)C1C=CC=CC=1>[CH:16]1([O:15][C:13]2[CH:12]=[CH:11][N:10]=[C:9]([NH:7][C:4]3[S:5][CH:6]=[C:2]([CH3:1])[N:3]=3)[CH:14]=2)[CH2:17][CH2:18][CH2:19][CH2:20][CH2:21]1 |f:2.3.4.5,8.9.10.11.12|. Reported procedure: Using the method of Example 3, Step B, 4-methylthiazol-2-amine (3.50 mL, 1.40 mmol), 2-chloro-4-(cyclohexyloxy)pyridine (0.326 g, 1.54 mmol), potassium phosphate (0.327 g, 1.54 mmol), tris(dibenzylideneacetone)dipalladium (0) (0.0321 g, 0.0350 mmol) and 9,9-dimethyl-4,5-bis(diphenylphosphino)xanthene (0.0223 g, 0.0385 mmol) were reacted in toluene (4 mL) and water (1.5 mL) to afford N-(4-(cyclohexyloxy)pyridin-2-yl)-4-methylthiazol-2-amine (0.127 g, 30.7% yield) as white solid. 1H NMR (CDCl3) δ ...